This data is from the Open Reaction Database (ORD), a public repository of structured organic reaction records. The task is: describe an organic reaction: reactants, conditions, products, and yield The reactants are CCOC(C)=O, CC1(C)C=C(OS(=O)(=O)C(F)(F)F)CC(C)(C)C1, COc1ccc(C)cc1B(O)O, COCCOC, [Na+], [Na+], O=C([O-])[O-], c1ccc(P(c2ccccc2)(c2ccccc2)[Pd](P(c2ccccc2)(c2ccccc2)c2ccccc2)(P(c2ccccc2)(c2ccccc2)c2ccccc2)P(c2ccccc2)(c2ccccc2)c2ccccc2)cc1. Product: COc1ccc(C)cc1C1=CC(C)(C)CC(C)(C)C1. As a reaction SMILES: [CH3:120][CH2:121][O:122][C:123](=[O:124])[CH3:125].[CH3:13][C:14]1([CH3:30])[CH:15]=[C:16]([O:22][S:23]([C:24]([F:25])([F:26])[F:27])(=[O:28])=[O:29])[CH2:17][C:18]([CH3:20])([CH3:21])[CH2:19]1.[CH3:1][O:2][c:3]1[c:4]([B:10]([OH:11])[OH:12])[cH:5][c:6]([CH3:9])[cH:7][cH:8]1.[CH3:31][O:32][CH2:33][CH2:34][O:35][CH3:36].[Na+:37].[Na+:38].[O-:39][C:40](=[O:41])[O-:42].[cH:43]1[cH:44][cH:45][c:46]([P:47]([Pd:48]([P:49]([c:50]2[cH:51][cH:52][cH:53][cH:54][cH:55]2)([c:56]2[cH:57][cH:58][cH:59][cH:60][cH:61]2)[c:62]2[cH:63][cH:64][cH:65][cH:66][cH:67]2)([P:68]([c:69]2[cH:70][cH:71][cH:72][cH:73][cH:74]2)([c:75]2[cH:76][cH:77][cH:78][cH:79][cH:80]2)[c:81]2[cH:82][cH:83][cH:84][cH:85][cH:86]2)[P:87]([c:88]2[cH:89][cH:90][cH:91][cH:92][cH:93]2)([c:94]2[cH:95][cH:96][cH:97][cH:98][cH:99]2)[c:100]2[cH:101][cH:102][cH:103][cH:104][cH:105]2)([c:106]2[cH:107][cH:108][cH:109][cH:110][cH:111]2)[c:112]2[cH:113][cH:114][cH:115][cH:116][cH:117]2)[cH:118][cH:119]1>>[CH3:1][O:2][c:3]1[c:4]([C:16]2=[CH:15][C:14]([CH3:13])([CH3:30])[CH2:19][C:18]([CH3:20])([CH3:21])[CH2:17]2)[cH:5][c:6]([CH3:9])[cH:7][cH:8]1.